This data is from the Open Reaction Database (ORD), a public repository of structured organic reaction records. The task is: describe an organic reaction: reactants, conditions, products, and yield Starting materials: O=C([O-])[O-], Cc1ccccc1, CCO, OB(O)c1cc(Cl)ccc1OCc1ccc(Cl)cc1F, Cc1ccc(C#N)nc1CCl, [K+], [K+], c1ccc(P(c2ccccc2)(c2ccccc2)[Pd](P(c2ccccc2)(c2ccccc2)c2ccccc2)(P(c2ccccc2)(c2ccccc2)c2ccccc2)P(c2ccccc2)(c2ccccc2)c2ccccc2)cc1. Yields the product Cc1ccc(C#N)nc1Cc1cc(Cl)ccc1OCc1ccc(Cl)cc1F. As a reaction SMILES: [C:32](=[O:33])([O-:34])[O-:35].[CH3:38][c:39]1[cH:40][cH:41][cH:42][cH:43][cH:44]1.[CH3:45][CH2:46][OH:47].[Cl:12][c:13]1[cH:14][cH:15][c:16]([O:22][CH2:23][c:24]2[c:25]([F:31])[cH:26][c:27]([Cl:30])[cH:28][cH:29]2)[c:17]([B:19]([OH:20])[OH:21])[cH:18]1.[Cl:1][CH2:2][c:3]1[c:4]([CH3:11])[cH:5][cH:6][c:7]([C:9]#[N:10])[n:8]1.[K+:36].[K+:37].[cH:48]1[cH:49][cH:50][c:51]([P:52]([Pd:53]([P:54]([c:55]2[cH:56][cH:57][cH:58][cH:59][cH:60]2)([c:61]2[cH:62][cH:63][cH:64][cH:65][cH:66]2)[c:67]2[cH:68][cH:69][cH:70][cH:71][cH:72]2)([P:73]([c:74]2[cH:75][cH:76][cH:77][cH:78][cH:79]2)([c:80]2[cH:81][cH:82][cH:83][cH:84][cH:85]2)[c:86]2[cH:87][cH:88][cH:89][cH:90][cH:91]2)[P:92]([c:93]2[cH:94][cH:95][cH:96][cH:97][cH:98]2)([c:99]2[cH:100][cH:101][cH:102][cH:103][cH:104]2)[c:105]2[cH:106][cH:107][cH:108][cH:109][cH:110]2)([c:111]2[cH:112][cH:113][cH:114][cH:115][cH:116]2)[c:117]2[cH:118][cH:119][cH:120][cH:121][cH:122]2)[cH:123][cH:124]1>>[CH2:2]([c:3]1[c:4]([CH3:11])[cH:5][cH:6][c:7]([C:9]#[N:10])[n:8]1)[c:17]1[c:16]([O:22][CH2:23][c:24]2[c:25]([F:31])[cH:26][c:27]([Cl:30])[cH:28][cH:29]2)[cH:15][cH:14][c:13]([Cl:12])[cH:18]1. Reactants: Cc1ccccc1, Cc1csc(N)n1, CCOC(=O)c1ccc(Cl)c(Oc2ccnc(Cl)c2)c1, [K+], [K+], [K+], O=C(C=Cc1ccccc1)C=Cc1ccccc1, O=C(C=Cc1ccccc1)C=Cc1ccccc1, O=C(C=Cc1ccccc1)C=Cc1ccccc1, O, O=P([O-])([O-])[O-], [Pd], [Pd], CC1(C)c2cccc(P(c3ccccc3)c3ccccc3)c2Oc2c(P(c3ccccc3)c3ccccc3)cccc21. The product is CCOC(=O)c1ccc(Cl)c(Oc2ccnc(Nc3nc(C)cs3)c2)c1. As a reaction SMILES: [CH3:134][c:135]1[cH:136][cH:137][cH:138][cH:139][cH:140]1.[CH3:21][c:22]1[n:23][c:24]([NH2:27])[s:25][cH:26]1.[Cl:1][c:2]1[c:3]([O:13][c:14]2[cH:15][c:16]([Cl:20])[n:17][cH:18][cH:19]2)[cH:4][c:5]([C:6](=[O:7])[O:8][CH2:9][CH3:10])[cH:11][cH:12]1.[K+:33].[K+:34].[K+:35].[O:116]=[C:117]([CH:118]=[CH:119][c:120]1[cH:121][cH:122][cH:123][cH:124][cH:125]1)[CH:126]=[CH:127][c:128]1[cH:129][cH:130][cH:131][cH:132][cH:133]1.[O:80]=[C:81]([CH:82]=[CH:83][c:84]1[cH:85][cH:86][cH:87][cH:88][cH:89]1)[CH:90]=[CH:91][c:92]1[cH:93][cH:94][cH:95][cH:96][cH:97]1.[O:98]=[C:99]([CH:100]=[CH:101][c:102]1[cH:103][cH:104][cH:105][cH:106][cH:107]1)[CH:108]=[CH:109][c:110]1[cH:111][cH:112][cH:113][cH:114][cH:115]1.[OH2:141].[P:28]([O-:29])([O-:30])([O-:31])=[O:32].[Pd:78].[Pd:79].[c:36]1([P:37]([c:38]2[cH:39][cH:40][cH:41][cH:42][cH:43]2)[c:44]2[c:45]3[c:69]([cH:70][cH:71][cH:72]2)[C:66]([CH3:67])([CH3:68])[c:48]2[c:47]([c:52]([P:53]([c:54]4[cH:55][cH:56][cH:57][cH:58][cH:59]4)[c:60]4[cH:61][cH:62][cH:63][cH:64][cH:65]4)[cH:51][cH:50][cH:49]2)[O:46]3)[cH:73][cH:74][cH:75][cH:76][cH:77]1>>[Cl:1][c:2]1[c:3]([O:13][c:14]2[cH:15][c:16]([NH:27][c:24]3[n:23][c:22]([CH3:21])[cH:26][s:25]3)[n:17][cH:18][cH:19]2)[cH:4][c:5]([C:6](=[O:7])[O:8][CH2:9][CH3:10])[cH:11][cH:12]1. Starting materials: glass, C1(O)=CC(O)=CC=C1 (resorcin), CC(=O)C (acetone), CO (methanol), S(O)(O)(=O)=O (sulfuric acid), C1(=CC=CC=C1)C (toluene), C(=O)(O)[O-].[Na+] (NaHCO3). Product: OC1=CC=C2C(CC(OC2=C1)(C)OC)(C)C (7-hydroxy-2-methoxy-2,4,4-trimethylchroman). Isolated yield 17.0%. Reaction SMILES: [C:1]1([CH:8]=[CH:7][CH:6]=[C:4]([OH:5])[CH:3]=1)[OH:2].CC(C)=O.CO.S(=O)(=O)(O)O.[C:20]([O-:23])(O)=O.[Na+].[C:25]1([CH3:31])[CH:30]=C[CH:28]=[CH:27][CH:26]=1>>[OH:2][C:1]1[CH:3]=[C:4]2[C:6]([C:25]([CH3:31])([CH3:30])[CH2:26][C:27]([O:23][CH3:20])([CH3:28])[O:5]2)=[CH:7][CH:8]=1 |f:4.5|. Procedure details: 30 ml glass autoclave was charged with 2.2 g (20 mmol) of resorcin, 2.32 g (40 mmol) of acetone, 3.2 g (100 mmol) of methanol, 0.2 g (2 mmol) of conc. sulfuric acid and 10 ml of toluene, then sealed, and allowed to react at 70° C. for 4 hours. Then, the reaction mixture was cooled to room temperature, neutralized with saturated NaHCO3, washed with water, and toluene was distilled off under reduced pressure. The residue was purified by column chromatography on silicagel using hexane-ethyl acetate... The reactants are Cl (hydrochloride), Cl.C(C)(=O)OCC (hydrochloric acid ethyl acetate), C(C)(C)(C)OC(=O)N(CC(=O)N1CCN(CC1)CCCCCCCCCC)C1=CC=CC=C1 (1-(N-t-butoxycarbonylphenylglycyl)-4-decylpiperazine). Run in C(C)(=O)OCC (ethyl acetate). Run at time 1 hour. The product is NC(C(=O)N1CCN(CC1)CCCCCCCCCC)C1=CC=CC=C1 (1-(2-amino-2-phenylacetyl)-4-decylpiperazine). The yield is 90.0%. RXN SMILES: C(OC([N:8](C1C=CC=CC=1)[CH2:9][C:10]([N:12]1[CH2:17][CH2:16][N:15]([CH2:18][CH2:19][CH2:20][CH2:21][CH2:22][CH2:23][CH2:24][CH2:25][CH2:26][CH3:27])[CH2:14][CH2:13]1)=[O:11])=O)(C)(C)C.Cl.C(O[CH2:39][CH3:40])(=O)C.Cl>C(OCC)(=O)C>[NH2:8][CH:9]([C:40]1[CH:39]=[CH:21][CH:20]=[CH:19][CH:18]=1)[C:10]([N:12]1[CH2:13][CH2:14][N:15]([CH2:18][CH2:19][CH2:20][CH2:21][CH2:22][CH2:23][CH2:24][CH2:25][CH2:26][CH3:27])[CH2:16][CH2:17]1)=[O:11] |f:1.2|. Procedure: 2.9 g (6.32 mmole) quantity of 1-(N-t-butoxycarbonylphenylglycyl)-4-decylpiperazine was dissolved in 5 ml of ethyl acetate, and 20 ml of 4N hydrochloric acid-ethyl acetate solution was added thereto with ice-cooling and the mixture was stirred for 1 hour. The precipitated crystals were collected by filtration, washed with a small quantity of ether and dried under reduced pressure, giving 2.5 g (yield: 90 %) of 1-(2-amino-2-phenylacetyl)-4-decylpiperazine as a hydrochloride. Starting materials: ClCCl, CS(=O)(=O)O, CN(C)C=O, CC(C)O, N#C[Na], CS(=O)(=O)OCC1CCN2CCN(c3noc4ccccc34)CC2C1. The product is N#CCC1CCN2CCN(c3noc4ccccc34)CC2C1. RXN SMILES: [CH2:34]([Cl:35])[Cl:36].[CH3:1][S:2]([OH:3])(=[O:4])=[O:5].[CH3:41][N:42]([CH3:43])[CH:44]=[O:45].[CH:37]([OH:38])([CH3:39])[CH3:40].[Na:31][C:32]#[N:33].[o:6]1[n:7][c:8]([N:15]2[CH2:16][CH:17]3[N:18]([CH2:19][CH2:20]2)[CH2:21][CH2:22][CH:23]([CH2:25][O:26][S:27]([CH3:28])(=[O:29])=[O:30])[CH2:24]3)[c:9]2[c:10]1[cH:11][cH:12][cH:13][cH:14]2>>[o:6]1[n:7][c:8]([N:15]2[CH2:16][CH:17]3[N:18]([CH2:19][CH2:20]2)[CH2:21][CH2:22][CH:23]([CH2:25][C:32]#[N:33])[CH2:24]3)[c:9]2[c:10]1[cH:11][cH:12][cH:13][cH:14]2. The reactants are CCOC(=O)N(CCCC1CCN(C)CC1)c1ncc(C#N)c(C)n1, CO, [Na+], [OH-]. Product: Cc1nc(NCCCC2CCN(C)CC2)ncc1C#N. RXN SMILES: [CH2:1]([O:2][C:3](=[O:4])[N:5]([CH2:6][CH2:7][CH2:8][CH:9]1[CH2:10][CH2:11][N:12]([CH3:15])[CH2:13][CH2:14]1)[c:16]1[n:17][cH:18][c:19]([C:23]#[N:24])[c:20]([CH3:22])[n:21]1)[CH3:25].[CH3:28][OH:29].[Na+:27].[OH-:26]>>[NH:5]([CH2:6][CH2:7][CH2:8][CH:9]1[CH2:10][CH2:11][N:12]([CH3:15])[CH2:13][CH2:14]1)[c:16]1[n:17][cH:18][c:19]([C:23]#[N:24])[c:20]([CH3:22])[n:21]1. Reaction SMILES: [CH3:51][N:52]([CH3:53])[CH:54]=[O:55].[CH:42]([N:43]([CH2:44][CH3:45])[CH:46]([CH3:47])[CH3:48])([CH3:49])[CH3:50].[F:1][C:2]([c:3]1[cH:4][c:5]([S:9](=[O:10])(=[O:11])[N:12]2[CH2:13][CH2:14][CH:15]([O:18][NH2:19])[CH2:16][CH2:17]2)[cH:6][cH:7][cH:8]1)([F:20])[F:21].[OH:22][n:23]1[c:24]2[cH:25][cH:26][cH:27][cH:28][c:29]2[n:30][n:31]1.[OH:32][C:33](=[O:34])[c:35]1[cH:36][cH:37][c:38]([F:39])[cH:40][cH:41]1>>[F:1][C:2]([c:3]1[cH:4][c:5]([S:9](=[O:10])(=[O:11])[N:12]2[CH2:13][CH2:14][CH:15]([O:18][NH:19][C:33](=[O:32])[c:35]3[cH:36][cH:37][c:38]([F:39])[cH:40][cH:41]3)[CH2:16][CH2:17]2)[cH:6][cH:7][cH:8]1)([F:20])[F:21]. Yields the product O=C(NOC1CCN(S(=O)(=O)c2cccc(C(F)(F)F)c2)CC1)c1ccc(F)cc1. Starting materials: CN(C)C=O, CCN(C(C)C)C(C)C, NOC1CCN(S(=O)(=O)c2cccc(C(F)(F)F)c2)CC1, On1nnc2ccccc21, O=C(O)c1ccc(F)cc1.